From a dataset of the Open Reaction Database (ORD), a public repository of structured organic reaction records. describe an organic reaction: reactants, conditions, products, and yield The reactants are [BH4-].[Na+] (sodium borohydride), C(=O)(OC)C1=CC=C(C=C1)CCC(C)=O (4-(4-carbomethoxyphenyl) butan-2-one), OC(CN)C1=CC(=CC=C1)C(F)(F)F (2-hydroxy-2-(3-trifluoromethylphenyl) ethanamine), CO (methanol). Solvent: C1=CC=CC=C1 (benzene). Reaction conditions: time 2 hour. Yields the product C(=O)(OC)C1=CC=C(C=C1)CCC(C)NCC(C1=CC(=CC=C1)C(F)(F)F)O (N-[3-(4-Carbomethoxyphenyl)-1-methylpropyl]-2-hydroxy-2-(3-trifluoromethylphenyl) ethanamine). RXN SMILES: [C:1]([C:5]1[CH:10]=[CH:9][C:8]([CH2:11][CH2:12][C:13](=O)[CH3:14])=[CH:7][CH:6]=1)([O:3][CH3:4])=[O:2].[OH:16][CH:17]([C:20]1[CH:25]=[CH:24][CH:23]=[C:22]([C:26]([F:29])([F:28])[F:27])[CH:21]=1)[CH2:18][NH2:19].CO.[BH4-].[Na+]>C1C=CC=CC=1>[C:1]([C:5]1[CH:10]=[CH:9][C:8]([CH2:11][CH2:12][CH:13]([NH:19][CH2:18][CH:17]([OH:16])[C:20]2[CH:25]=[CH:24][CH:23]=[C:22]([C:26]([F:28])([F:29])[F:27])[CH:21]=2)[CH3:14])=[CH:7][CH:6]=1)([O:3][CH3:4])=[O:2] |f:3.4|. Reported procedure: A mixture of 4-(4-carbomethoxyphenyl) butan-2-one (3.0 g) and 2-hydroxy-2-(3-trifluoromethylphenyl) ethanamine (3.0 g) in dry benzene (100 ml) was refluxed under Dean and Stark conditions for 2 hours. The solvent was replaced with methanol (100 ml) and sodium borohydride (2.0 g) was added portionwise with ice cooling. The mixture was stirred at ambient temperature for 2 hours, the solvent was evaporated and the residue was partitioned between water (100 ml) and chloroform (100 ml). The organic p... The reactants are CCOC(C)=O, CCCCCC, COc1ccc(C(=CC=CC(=O)Oc2ccc([N+](=O)[O-])cc2)c2ccc(OC)c(OC)c2)cc1OC, C1CCOC1, NCCCCc1cccnc1. The product is COc1ccc(C(=CC=CC(=O)NCCCCc2cccnc2)c2ccc(OC)c(OC)c2)cc1OC. RXN SMILES: [C:54]([O:55][CH2:56][CH3:57])(=[O:58])[CH3:59].[CH3:48][CH2:49][CH2:50][CH2:51][CH2:52][CH3:53].[N+:1]([c:2]1[cH:3][cH:4][c:5]([O:10][C:11](=[O:6])[CH:12]=[CH:13][CH:14]=[C:15]([c:16]2[cH:17][c:18]([O:24][CH3:25])[c:19]([O:22][CH3:23])[cH:20][cH:21]2)[c:26]2[cH:27][c:28]([O:34][CH3:35])[c:29]([O:32][CH3:33])[cH:30][cH:31]2)[cH:7][cH:8]1)([O-:9])=[O:36].[O:60]1[CH2:61][CH2:62][CH2:63][CH2:64]1.[n:37]1[cH:38][c:39]([CH2:43][CH2:44][CH2:45][CH2:46][NH2:47])[cH:40][cH:41][cH:42]1>>[O:10]=[C:11]([CH:12]=[CH:13][CH:14]=[C:15]([c:16]1[cH:17][c:18]([O:24][CH3:25])[c:19]([O:22][CH3:23])[cH:20][cH:21]1)[c:26]1[cH:27][c:28]([O:34][CH3:35])[c:29]([O:32][CH3:33])[cH:30][cH:31]1)[NH:47][CH2:46][CH2:45][CH2:44][CH2:43][c:39]1[cH:38][n:37][cH:42][cH:41][cH:40]1. Starting materials: BrC1=C2C=CNC2=CC=C1C (4-bromo-5-methyl-1H-indole), CN1CCCC1=O (NMP), O (water). The reagents and catalysts are C=1C=CC(=CC1)/C=C/C(=O)/C=C/C2=CC=CC=C2.C=1C=CC(=CC1)/C=C/C(=O)/C=C/C2=CC=CC=C2.C=1C=CC(=CC1)/C=C/C(=O)/C=C/C2=CC=CC=C2.[Pd].[Pd] (Pd2(dba)3), C1=CC=C(C=C1)P([C-]2C=CC=C2)C3=CC=CC=C3.C1=CC=C(C=C1)P([C-]2C=CC=C2)C3=CC=CC=C3.[Fe+2] (dppf), [C-]#N.[C-]#N.[Zn+2] (Zn(CN)2), [Zn] (zinc). Reaction conditions: temperature 145 celsius. Yields the product CC1=C(C=2C=CNC2C=C1)C#N (5-methyl-1H-indole-4-carbonitrile). Isolated yield 48.5%. RXN SMILES: Br[C:2]1[C:10]([CH3:11])=[CH:9][CH:8]=[C:7]2[C:3]=1[CH:4]=[CH:5][NH:6]2.O.[CH3:13][N:14]1C(=O)CCC1>C1C=CC(/C=C/C(/C=C/C2C=CC=CC=2)=O)=CC=1.C1C=CC(/C=C/C(/C=C/C2C=CC=CC=2)=O)=CC=1.C1C=CC(/C=C/C(/C=C/C2C=CC=CC=2)=O)=CC=1.[Pd].[Pd].C1C=CC(P(C2C=CC=CC=2)[C-]2C=CC=C2)=CC=1.C1C=CC(P(C2C=CC=CC=2)[C-]2C=CC=C2)=CC=1.[Fe+2].[C-]#N.[C-]#N.[Zn+2].[Zn]>[CH3:11][C:10]1[CH:9]=[CH:8][C:7]2[NH:6][CH:5]=[CH:4][C:3]=2[C:2]=1[C:13]#[N:14] |f:3.4.5.6.7,8.9.10,11.12.13|. Procedure: A mixture of 300 (150 mg, 0.714 mmol), Pd2(dba)3 (131 mg, 0.143 mmol), dppf (159 mg, 0.286 mmol), Zn(CN)2 (84 mg, 0.714 mmol), and zinc (4.6 mg, 0.0714 mmol) in NMP (10 mL) under nitrogen atmosphere was heated at 145° C. for 18 h. The reaction mixture was poured into water (50 mL) and extracted with EtOAc (20 mL×3). The combined extracts were dried (MgSO4), filtered, and concentrated to dryness. The crude was purified by SiO2 chromatography eluting with petroleum ether/EtOAc (3:1) to afford 54 m... Starting materials: C(C)C1C(CCCC1)=O (2-ethylcyclohexanone), C[C@H](C1=CC=CC=C1)N ((R)-α-methylbenzylamine), C(C)(=O)O (acetic acid), O (water). The solvent is C1(=CC=CC=C1)C (toluene). Product: C[C@@H](N=C1C(CCCC1)CC)C1=CC=CC=C1 ((R)-α-Methyl-N-(2-ethylcyclohexylidene)-benzenemethanamine). As a reaction SMILES: [CH2:1]([CH:3]1[CH2:8][CH2:7][CH2:6][CH2:5][C:4]1=O)[CH3:2].[CH3:10][C@@H:11]([NH2:18])[C:12]1[CH:17]=[CH:16][CH:15]=[CH:14][CH:13]=1.C(O)(=O)C.O>C1(C)C=CC=CC=1>[CH3:10][C@H:11]([C:12]1[CH:17]=[CH:16][CH:15]=[CH:14][CH:13]=1)[N:18]=[C:4]1[CH2:5][CH2:6][CH2:7][CH2:8][CH:3]1[CH2:1][CH3:2]. Procedure details: A solution of 2-ethylcyclohexanone (6.92 mol, 873 g), (R)-α-methylbenzylamine (6.92 mol, 839 g), and 19.6 mL of acetic acid were refluxed for 12 hours under nitrogen in 2 L of toluene with azeotropic removal of water. The toluene was removed on a rotary evaporator and the product was divided into two portions. The unreacted 2-ethylcyclohexanone was distilled through a short path (bp 30° C., <10 mm), and the remainder of the product was then distilled through a 5" vacuum jacketed Vigreux column a...